This data is from the Open Reaction Database (ORD), a public repository of structured organic reaction records. The task is: describe an organic reaction: reactants, conditions, products, and yield Reactants: OC1C2=CC=CC=C2C=2C(=CC=CC12)CO (9-hydroxyfluoren-4-methanol), CCOC(=O)C (EtOAc), [H][H] (hydrogen). Reagents/catalysts: [Pd] (palladium on charcoal). Solvent: CC(=O)O (AcOH). The product is CC1=CC=CC=2CC3=CC=CC=C3C12 (4-Methylfluorene). Isolated yield 77.3%. Reaction SMILES: O[CH:2]1[C:14]2[CH:13]=[CH:12][CH:11]=[C:10]([CH2:15]O)[C:9]=2[C:8]2[C:3]1=[CH:4][CH:5]=[CH:6][CH:7]=2.CCOC(C)=O.[H][H]>[Pd].CC(O)=O>[CH3:15][C:10]1[C:9]2[C:8]3[C:3](=[CH:4][CH:5]=[CH:6][CH:7]=3)[CH2:2][C:14]=2[CH:13]=[CH:12][CH:11]=1. Procedure: A solution of 9-hydroxyfluoren-4-methanol (2.6 g, 12.2 mmol) in 1.1 EtOAc:AcOH was charged with catalytic amount of 10% palladium on charcoal. The mixture was treated with hydrogen under 1600 psi, at room temperature for three days. The catalyst was removed and the solvent was evaporated under reduced pressure. Recrystalyzation from MeOH afforded 1.7 g (77.0%) of the product as a light yellow solid. RXN SMILES: C[O:2][C:3]([C:5]1[CH:10]=[CH:9][CH:8]=[CH:7][C:6]=1[NH:11][C:12](=[O:22])/[CH:13]=[CH:14]/[C:15]1[CH:20]=[CH:19][C:18]([Cl:21])=[CH:17][CH:16]=1)=[O:4].[OH-].[Na+]>CO>[C:3]([C:5]1[CH:10]=[CH:9][CH:8]=[CH:7][C:6]=1[NH:11][C:12](=[O:22])/[CH:13]=[CH:14]/[C:15]1[CH:16]=[CH:17][C:18]([Cl:21])=[CH:19][CH:20]=1)([OH:4])=[O:2] |f:1.2|. Yields the product C(=O)(O)C1=C(C=CC=C1)NC(\C=C\C1=CC=C(C=C1)Cl)=O (Trans-4-chlorocinnamic acid-N-(2-carboxy-phenyl)-amide). Solvent: CO (methanol). The reactants are COC(=O)C1=C(C=CC=C1)NC(\C=C\C1=CC=C(C=C1)Cl)=O (trans-4-chlorocinnamic acid-N-(2-methoxycarbonyl-phenyl)-amide), [OH-].[Na+] (sodium hydroxide). Procedure details: Prepared analogously to Example 2 from trans-4-chlorocinnamic acid-N-(2-methoxycarbonyl-phenyl)-amide and sodium hydroxide solution in methanol. The reactants are Cl (hydrochloric acid), C(C)ON=C(C(=O)NC1[C@@H]2N(C(=C(CS2)CSC2=NN=NN2CC=C)C(=O)O)C1=O)C=1N=C(SC1)NC=O (7-[2-ethoxyimino-2-(2-formamidothiazol-4-yl)acetamido]-3-(1-allyl-1H-tetrazol-5-yl)thiomethyl-3-cephem-4-carboxylic acid). Solvent: CO (methanol), O1CCCC1 (tetrahydrofuran). Conditions: temperature 30 celsius, time 3 hour. Product: C(C)ON=C(C(=O)NC1[C@@H]2N(C(=C(CS2)CSC2=NN=NN2CC=C)C(=O)O)C1=O)C=1N=C(SC1)N (7-[2-ethoxyimino-2-(2-aminothiazol-4-yl)acetamido]-3-(1-allyl-1H-tetrazol-5-yl)thiomethyl-3-cephem-4-carboxylic acid). Yield: 75.3%. As a reaction SMILES: Cl.[CH2:2]([O:4][N:5]=[C:6]([C:32]1[N:33]=[C:34]([NH:37]C=O)[S:35][CH:36]=1)[C:7]([NH:9][CH:10]1[C:30](=[O:31])[N:12]2[C:13]([C:27]([OH:29])=[O:28])=[C:14]([CH2:17][S:18][C:19]3[N:23]([CH2:24][CH:25]=[CH2:26])[N:22]=[N:21][N:20]=3)[CH2:15][S:16][C@H:11]12)=[O:8])[CH3:3]>CO.O1CCCC1>[CH2:2]([O:4][N:5]=[C:6]([C:32]1[N:33]=[C:34]([NH2:37])[S:35][CH:36]=1)[C:7]([NH:9][CH:10]1[C:30](=[O:31])[N:12]2[C:13]([C:27]([OH:29])=[O:28])=[C:14]([CH2:17][S:18][C:19]3[N:23]([CH2:24][CH:25]=[CH2:26])[N:22]=[N:21][N:20]=3)[CH2:15][S:16][C@H:11]12)=[O:8])[CH3:3]. Procedure details: Conc.hydrochloric acid (0.9 g) was added at ambient temperature to a solution of 7-[2-ethoxyimino-2-(2-formamidothiazol-4-yl)acetamido]-3-(1-allyl-1H-tetrazol-5-yl)thiomethyl-3-cephem-4-carboxylic acid (syn isomer) (2.4 g) in a mixture of methanol (16.8 ml) and tetrahydrofuran (4.8 ml) and the mixture was stirred for 3 hours at 30° C. The solvent was distilled off under reduced pressure and the residue was dissolved in a saturated aqueous solution of sodium bicarbonate. The aqueous solution was ... The reactants are Br, CCN=C=O, CCN(C(C)C)C(C)C, Cc1nc(N)sc1-c1ccc(Cl)c(S(=O)(=O)N2CCN(C)CC2)c1, CN(C)C=O. As a reaction SMILES: [BrH:1].[CH2:35]([CH3:36])[N:37]=[C:38]=[O:39].[CH:26]([N:27]([CH2:28][CH3:29])[CH:30]([CH3:31])[CH3:32])([CH3:33])[CH3:34].[Cl:2][c:3]1[c:4]([S:16](=[O:17])(=[O:18])[N:19]2[CH2:20][CH2:21][N:22]([CH3:25])[CH2:23][CH2:24]2)[cH:5][c:6](-[c:9]2[c:10]([CH3:15])[n:11][c:12]([NH2:14])[s:13]2)[cH:7][cH:8]1.[O:40]=[CH:41][N:42]([CH3:43])[CH3:44]>>[Cl:2][c:3]1[c:4]([S:16](=[O:17])(=[O:18])[N:19]2[CH2:20][CH2:21][N:22]([CH3:25])[CH2:23][CH2:24]2)[cH:5][c:6](-[c:9]2[c:10]([CH3:15])[n:11][c:12]([NH:14][C:38]([NH:37][CH2:35][CH3:36])=[O:39])[s:13]2)[cH:7][cH:8]1. The product is CCNC(=O)Nc1nc(C)c(-c2ccc(Cl)c(S(=O)(=O)N3CCN(C)CC3)c2)s1. RXN SMILES: [N+:1]([C:4]1[CH:20]=[C:19]([Cl:21])[C:18]([Cl:22])=[CH:17][C:5]=1[O:6][C:7]1[CH:16]=[CH:15][CH:14]=[CH:13][C:8]=1[C:9]([O:11][CH3:12])=[O:10])([O-])=O>C(O)(=O)C.[Cl-].[Cl-].[Cl-].[Ti+3]>[NH2:1][C:4]1[CH:20]=[C:19]([Cl:21])[C:18]([Cl:22])=[CH:17][C:5]=1[O:6][C:7]1[CH:16]=[CH:15][CH:14]=[CH:13][C:8]=1[C:9]([O:11][CH3:12])=[O:10] |f:2.3.4.5|. Run in C(C)(=O)O (acetic acid). Yields the product NC1=C(OC2=C(C(=O)OC)C=CC=C2)C=C(C(=C1)Cl)Cl (Methyl 2-(2-amino-4,5-dichlorophenoxy)benzoate). Procedure: A solution of methyl 2-(2-nitro-4,5-dichlorophenoxy)benzoate (2 g, 5.86 mmol) in acetic acid (50 mL) was treated with 20% aqueous titanium trichloride (22 mL, 36 mmol). The solvent was evaporated, and the aqueous residue was made basic with aqueous sodium hydroxide. The crude product was extracted with ethyl acetate, dried over anhydrous sodium sulfate, filtered and evaporated. Flash chromatography (silica gel, ethyl acetate/hexane), followed by recrystallization from-ethyl acetate/hexane gave t... The reactants are [N+](=O)([O-])C1=C(OC2=C(C(=O)OC)C=CC=C2)C=C(C(=C1)Cl)Cl (methyl 2-(2-nitro-4,5-dichlorophenoxy)benzoate). Reagents/catalysts: [Cl-].[Cl-].[Cl-].[Ti+3] (titanium trichloride). Starting materials: ClC=1C=C(C=C(C1)Cl)SC1=C(N=C(N1CCCCCCCCCCCC)COCC1=CC=C(C=C1)OC)C(C)C (5-(3,5-dichlorophenylthio)-1-dodecyl-4-isopropyl-2-(p-methoxybenzyloxymethyl)-1H-imidazole), N(=[N+]=[N-])CC=1N(C(=C(N1)SC1=CC(=CC(=C1)F)F)C(C)C)CC (2-Azidomethyl-4-(3,5-difluorophenylthio)-1-ethyl-5-isopropyl-1H-imidazole). Product: ClC=1C=C(C=C(C1)Cl)SC1=C(N=C(N1CCCCCCCCCCCC)CO)C(C)C ([5-(3,5-dichlorophenylthio)-1-dodecyl-4-isopropyl-1H-imidazol-2-yl]methanol). As a reaction SMILES: [Cl:1][C:2]1[CH:3]=[C:4]([S:9][C:10]2[N:14]([CH2:15][CH2:16][CH2:17][CH2:18][CH2:19][CH2:20][CH2:21][CH2:22][CH2:23][CH2:24][CH2:25][CH3:26])[C:13]([CH2:27][O:28]CC3C=CC(OC)=CC=3)=[N:12][C:11]=2[CH:38]([CH3:40])[CH3:39])[CH:5]=[C:6]([Cl:8])[CH:7]=1.N(CC1N(CC)C(C(C)C)=C(SC2C=C(F)C=C(F)C=2)N=1)=[N+]=[N-]>>[Cl:8][C:6]1[CH:5]=[C:4]([S:9][C:10]2[N:14]([CH2:15][CH2:16][CH2:17][CH2:18][CH2:19][CH2:20][CH2:21][CH2:22][CH2:23][CH2:24][CH2:25][CH3:26])[C:13]([CH2:27][OH:28])=[N:12][C:11]=2[CH:38]([CH3:39])[CH3:40])[CH:3]=[C:2]([Cl:1])[CH:7]=1. Procedure: Compound I-18 was obtained from 5-(3,5-dichlorophenylthio)-1-dodecyl-4-isopropyl-2-(p-methoxybenzyloxymethyl)-1H-imidazole (17h) by the same synthetic process as that for Compound I-16 in Example 16 (yield 68%).